This data is from the Open Reaction Database (ORD), a public repository of structured organic reaction records. The task is: describe an organic reaction: reactants, conditions, products, and yield Reactants: C=CC1=CC=CC=C1 (styrene), C(C)(CC)[Li] (sec-butyl lithium), mixture, C=CC(C)=C (isoprene), C=CC=C (butadiene), C=CC1=CC=CC=C1 (styrene). Run in C1CCCCC1 (cyclohexane), CO (methanol). The product is C=CC(C)=C.C=CC1=CC=CC=C1.C=CC=C.C=CC1=CC=CC=C1 (styrene-isoprene butadiene styrene). As a reaction SMILES: [CH2:1]=[CH:2][C:3]1[CH:8]=[CH:7][CH:6]=[CH:5][CH:4]=1.[CH:9]([Li])([CH2:11][CH3:12])[CH3:10].C=CC(=C)C.C=CC=C>CO.C1CCCCC1>[CH2:1]=[CH:2][C:3](=[CH2:4])[CH3:8].[CH2:1]=[CH:2][C:3]1[CH:8]=[CH:7][CH:6]=[CH:5][CH:4]=1.[CH2:10]=[CH:9][CH:11]=[CH2:12].[CH2:1]=[CH:2][C:3]1[CH:8]=[CH:7][CH:6]=[CH:5][CH:4]=1 |f:6.7.8.9|. Reported procedure: Into a reaction vessel with a stirrer, 50 kg of cyclohexane, 1,400 g of well dehydrated styrene and 105 g of sec-butyl lithium (10% by weight, cyclohexane solution) were charged to carry out polymerization at 60° C. for 60 minutes. Next, 7,200 g of a mixture of isoprene and butadiene (weight ratio: 50/50) was added to carry out polymerization for 60 minutes, and 1,400 g of styrene was further added to carry out polymerization for 60 minutes. Thereafter, methanol was added to terminate the reacti... Reactants: NC1=C(C=C(C(=O)OC)C=C1Cl)OS(=O)(=O)C (methyl 4-amino-5-chloro-3-methylsulfonyloxybenzoate), O (water), O (water), [OH-].[Na+] (sodium hydroxide), CO (methanol). The solvent is C(C)(=O)OCC (ethyl acetate). The product is NC1=C(C=C(C(=O)O)C=C1Cl)O (4-amino-5-chloro-3-hydroxybenzoic acid). Yield: 73.7%. RXN SMILES: [NH2:1][C:2]1[C:11]([Cl:12])=[CH:10][C:5]([C:6]([O:8]C)=[O:7])=[CH:4][C:3]=1[O:13]S(C)(=O)=O.[OH-].[Na+].CO.O>C(OCC)(=O)C>[NH2:1][C:2]1[C:11]([Cl:12])=[CH:10][C:5]([C:6]([OH:8])=[O:7])=[CH:4][C:3]=1[OH:13] |f:1.2|. Procedure: In a 2-liter round-bottomed flask were placed methyl 4-amino-5-chloro-3-methylsulfonyloxybenzoate (8.7 g, 31.1 mmole), 50% aqueous sodium hydroxide (10.1 g, 126 mmole), methanol (250 ml) and water (550 ml). The resulting mixture was refluxed for 3 hours. The reaction mixture was cooled down to room temperature and poured into a mixture of water and ethyl acetate. The aqueous layer was separated, neutralized to pH 6 with concentrated aqueous hydrochloric acid, and extracted with ethyl acetate (3×... The reactants are CCN=C=NCCCN(C)C, CCN(C(C)C)C(C)C, Cl, O=C(NCC(=O)N1CCNCC1)c1ccc(Oc2ccccc2)cc1, CN(C)C=O, O, O=C(O)c1ccccc1, On1nnc2ccccc21. Yields the product O=C(NCC(=O)N1CCN(C(=O)c2ccccc2)CC1)c1ccc(Oc2ccccc2)cc1. Reaction SMILES: [CH3:19][CH2:20][N:21]=[C:22]=[N:23][CH2:24][CH2:25][CH2:26][N:27]([CH3:28])[CH3:29].[CH:1]([N:2]([CH2:3][CH3:4])[CH:5]([CH3:6])[CH3:7])([CH3:8])[CH3:9].[ClH:40].[O:41]=[C:42]([CH2:43][NH:44][C:45]([c:46]1[cH:47][cH:48][c:49]([O:52][c:53]2[cH:54][cH:55][cH:56][cH:57][cH:58]2)[cH:50][cH:51]1)=[O:59])[N:60]1[CH2:61][CH2:62][NH:63][CH2:64][CH2:65]1.[O:66]=[CH:67][N:68]([CH3:69])[CH3:70].[OH2:71].[OH:10][C:11](=[O:12])[c:13]1[cH:14][cH:15][cH:16][cH:17][cH:18]1.[OH:30][n:31]1[c:32]2[c:33]([cH:34][cH:35][cH:36][cH:37]2)[n:38][n:39]1>>[C:11](=[O:12])([c:13]1[cH:14][cH:15][cH:16][cH:17][cH:18]1)[N:63]1[CH2:62][CH2:61][N:60]([C:42](=[O:41])[CH2:43][NH:44][C:45]([c:46]2[cH:47][cH:48][c:49]([O:52][c:53]3[cH:54][cH:55][cH:56][cH:57][cH:58]3)[cH:50][cH:51]2)=[O:59])[CH2:65][CH2:64]1. Reactants: C(C)N(CCN1C(NC2=CC=C(C=C2C1C1=CC=CC=C1)Cl)=O)CC (3-(β-diethylaminoethyl)-4-phenyl-6-chloro-3,4-dihydro-2(1H)-quinazolinone), [H-].[Na+] (sodium hydride), C(C)I (ethyl iodide). Solvent: CN(C=O)C (dimethylformamide). Reaction conditions: temperature 60 celsius, time 1 hour. Product: I.C(C)N1C(N(C(C2=CC(=CC=C12)Cl)C1=CC=CC=C1)CCN(CC)CC)=O (1-ethyl-3-(β-diethylaminoethyl)-4-phenyl-6-chloro-3,4-dihydro-2(1H)-quinazolinone hydroiodide). Reaction SMILES: [CH2:1]([N:3]([CH2:24][CH3:25])[CH2:4][CH2:5][N:6]1[CH:15]([C:16]2[CH:21]=[CH:20][CH:19]=[CH:18][CH:17]=2)[C:14]2[C:9](=[CH:10][CH:11]=[C:12]([Cl:22])[CH:13]=2)[NH:8][C:7]1=[O:23])[CH3:2].[H-].[Na+].[CH2:28]([I:30])[CH3:29]>CN(C)C=O>[IH:30].[CH2:28]([N:8]1[C:9]2[C:14](=[CH:13][C:12]([Cl:22])=[CH:11][CH:10]=2)[CH:15]([C:16]2[CH:21]=[CH:20][CH:19]=[CH:18][CH:17]=2)[N:6]([CH2:5][CH2:4][N:3]([CH2:1][CH3:2])[CH2:24][CH3:25])[C:7]1=[O:23])[CH3:29] |f:1.2,5.6|. Reported procedure: To a solution of 1.07 g. of 3-(β-diethylaminoethyl)-4-phenyl-6-chloro-3,4-dihydro-2(1H)-quinazolinone in 20 ml. of dimethylformamide was added 0.13 g. of 64% sodium hydride, and the resulting mixture was heated with stirring at 60° C (bath temperature) for 1 hour. Thereafter, 0.94 g. of ethyl iodide was added thereto at room temperature, and the mixture was stirred at 100° C (bath temperature) for 4 hours. After cooling, the reaction mixture was poured into 100 ml. of water, extracted with chlor... Reactants: C(CCC)N1C(=NC(=C1)C)C1=CC=CC=C1 (1-Butyl-2-phenyl-4-methylimidazole), C(C)(=O)O (acetic acid). The solvent is C=O (formaldehyde). The product is C(CCC)N1C(=NC(=C1CO)C)C1=CC=CC=C1 (1-Butyl-2-phenyl-4-methyl-5-hydroxymethylimidazole). As a reaction SMILES: [CH2:1]([N:5]1[CH:9]=[C:8]([CH3:10])[N:7]=[C:6]1[C:11]1[CH:16]=[CH:15][CH:14]=[CH:13][CH:12]=1)[CH2:2][CH2:3][CH3:4].[C:17](O)(=[O:19])C>C=O>[CH2:1]([N:5]1[C:9]([CH2:17][OH:19])=[C:8]([CH3:10])[N:7]=[C:6]1[C:11]1[CH:12]=[CH:13][CH:14]=[CH:15][CH:16]=1)[CH2:2][CH2:3][CH3:4]. Procedure details: A solution of 112 (1 g) in acetic acid (10 mL) and 40% aqueous formaldehyde (2 mL) is refluxed for 14 hours. The reaction is then concentrated and dried by repeated reconcentration with toluene. The residue is purified by column chromatography (10% MeOH/CHCl3). The fractions are assayed by GC and those fractions uncontaminated by the isomeric hydroxymethylimidazole combined. Concentration of the combined fractions provides compound 113 (320 mg) as a pale yellow oil. 1H NMR (400 MHz, CDCl3) δ 7.4... Reactants: O=C(O)COc1ccc(Cl)s1, CCCC1NCCN(Cc2ccc3c(N)ncnc3c2)C1=O. Product: CCCC1C(=O)N(Cc2ccc3c(N)ncnc3c2)CCN1C(=O)COc1ccc(Cl)s1. Reaction SMILES: [Cl:23][c:24]1[cH:25][cH:26][c:27]([O:29][CH2:30][C:31](=[O:32])[OH:33])[s:28]1.[NH2:1][c:2]1[n:3][cH:4][n:5][c:6]2[cH:7][c:8]([CH2:12][N:13]3[C:14](=[O:22])[CH:15]([CH2:19][CH2:20][CH3:21])[NH:16][CH2:17][CH2:18]3)[cH:9][cH:10][c:11]12>>[NH2:1][c:2]1[n:3][cH:4][n:5][c:6]2[cH:7][c:8]([CH2:12][N:13]3[C:14](=[O:22])[CH:15]([CH2:19][CH2:20][CH3:21])[N:16]([C:31]([CH2:30][O:29][c:27]4[cH:26][cH:25][c:24]([Cl:23])[s:28]4)=[O:32])[CH2:17][CH2:18]3)[cH:9][cH:10][c:11]12.